Task: describe an organic reaction: reactants, conditions, products, and yield. Dataset: the Open Reaction Database (ORD), a public repository of structured organic reaction records The reactants are Cc1nc2nc3ccccc3nc2[nH]1, COC(=O)Cl, C1CCOC1, c1ccncc1. Product: COC(=O)n1c(C)nc2nc3ccccc3nc21. As a reaction SMILES: [CH3:11][c:12]1[n:13][c:14]2[c:15]([n:16][c:17]3[cH:18][cH:19][cH:20][cH:21][c:22]3[n:23]2)[nH:24]1.[Cl:1][C:2](=[O:3])[O:4][CH3:5].[O:6]1[CH2:7][CH2:8][CH2:9][CH2:10]1.[cH:25]1[cH:26][cH:27][n:28][cH:29][cH:30]1>>[C:2](=[O:3])([O:4][CH3:5])[n:13]1[c:12]([CH3:11])[n:24][c:15]2[c:14]1[n:23][c:22]1[c:17]([n:16]2)[cH:18][cH:19][cH:20][cH:21]1. RXN SMILES: [Br-:3].[CH3:31][c:32]1[c:33]([CH2:43][CH2:44][O:45][c:46]2[cH:47][cH:48][c:49]([CH:50]=[O:51])[cH:52][cH:53]2)[n:34][c:35](-[c:37]2[cH:38][cH:39][cH:40][cH:41][cH:42]2)[o:36]1.[CH3:54][N:55]([CH3:56])[CH:57]=[O:58].[H-:1].[Na+:2].[O:4]1[CH:5]([CH2:10][CH2:11][P+:12]([c:13]2[cH:14][cH:15][cH:16][cH:17][cH:18]2)([c:19]2[cH:20][cH:21][cH:22][cH:23][cH:24]2)[c:25]2[cH:26][cH:27][cH:28][cH:29][cH:30]2)[O:6][CH2:7][CH2:8][CH2:9]1>>[O:4]1[CH:5]([CH2:10][CH:11]=[CH:50][c:49]2[cH:48][cH:47][c:46]([O:45][CH2:44][CH2:43][c:33]3[c:32]([CH3:31])[o:36][c:35](-[c:37]4[cH:38][cH:39][cH:40][cH:41][cH:42]4)[n:34]3)[cH:53][cH:52]2)[O:6][CH2:7][CH2:8][CH2:9]1. The product is Cc1oc(-c2ccccc2)nc1CCOc1ccc(C=CCC2OCCCO2)cc1. Reactants: [Br-], Cc1oc(-c2ccccc2)nc1CCOc1ccc(C=O)cc1, CN(C)C=O, [H-], [Na+], c1ccc([P+](CCC2OCCCO2)(c2ccccc2)c2ccccc2)cc1.